This data is from the Open Reaction Database (ORD), a public repository of structured organic reaction records. The task is: describe an organic reaction: reactants, conditions, products, and yield Starting materials: C(C)NC1=NC2=CC=C(C=C2C=C1C)[N+](=O)[O-] (N-ethyl-3-methyl-6-nitroquinolin-2-amine). Reagents/catalysts: [Pt]=O (platinum oxide). Run in CO (methanol). Conditions: time 1 hour. The product is C(C)NC1=NC2=CC=C(C=C2C=C1C)N (N2-ethyl-3-methylquinoline-2.6-diamine). RXN SMILES: [CH2:1]([NH:3][C:4]1[C:13]([CH3:14])=[CH:12][C:11]2[C:6](=[CH:7][CH:8]=[C:9]([N+:15]([O-])=O)[CH:10]=2)[N:5]=1)[CH3:2]>CO.[Pt]=O>[CH2:1]([NH:3][C:4]1[C:13]([CH3:14])=[CH:12][C:11]2[C:6](=[CH:7][CH:8]=[C:9]([NH2:15])[CH:10]=2)[N:5]=1)[CH3:2]. Procedure details: The product (0.8 g) of Step B and platinum oxide on carbon (˜80 mg) was suspended in methanol. The resulting mixture was hydrogenated at 50 PSI for 1 h. The reaction mixture was filtered through filter aid and the solvent removed under vacuum to afford the product, which was used without further purification. Procedure: A mixture of 2-benzyloxy-N-(4-fluoro-phenyl)-acetamide (33) (5.3 g, 22 mmol) and 3-bromo-2-oxo-cyclohexanecarboxylic acid diethylamide (35) (3.0 g, 13 mmol)) was stirred under N2 at 50° C. for 3 h and the reaction turned brown. The resulting mixture was dissolved in propan-2-ol (30 mL) and dry zinc chloride (9.0 g, 66 mmol) was added. The mixture was heated to reflux under N2 for 16 h and then concentrated in vacuo. The residue was dissolved in ethyl acetate (300 mL) and washed with 2 N HCl (100... Reaction conditions: temperature 50 celsius, time 3 hour. Solvent: CC(C)O (propan-2-ol). Reagents/catalysts: [Cl-].[Zn+2].[Cl-] (zinc chloride). The reactants are C(C1=CC=CC=C1)OCC(=O)NC1=CC=C(C=C1)F (2-benzyloxy-N-(4-fluoro-phenyl)-acetamide), C(C)N(C(=O)C1C(C(CCC1)Br)=O)CC (3-Bromo-2-oxo-cyclohexanecarboxylic acid diethylamide). Yields the product C(C)N(C(=O)C1CCCC=2N(C3=CC=C(C=C3C12)F)CCOCC1=CC=CC=C1)CC (9-(2-Benzyloxy-ethyl)-6-fluoro-2,3,4,9-tetrahydro-1H-carbazole-4-carboxylic acid diethylamide). The yield is 3.6%. Reaction SMILES: [CH2:1]([O:8][CH2:9][C:10]([NH:12][C:13]1[CH:18]=[CH:17][C:16]([F:19])=[CH:15][CH:14]=1)=O)[C:2]1[CH:7]=[CH:6][CH:5]=[CH:4][CH:3]=1.[CH2:20]([N:22]([CH2:33][CH3:34])[C:23]([CH:25]1[CH2:30][CH2:29][CH2:28][CH:27](Br)[C:26]1=O)=[O:24])[CH3:21]>CC(O)C.[Cl-].[Zn+2].[Cl-]>[CH2:33]([N:22]([CH2:20][CH3:21])[C:23]([CH:25]1[C:26]2[C:18]3[C:13](=[CH:14][CH:15]=[C:16]([F:19])[CH:17]=3)[N:12]([CH2:10][CH2:9][O:8][CH2:1][C:2]3[CH:7]=[CH:6][CH:5]=[CH:4][CH:3]=3)[C:27]=2[CH2:28][CH2:29][CH2:30]1)=[O:24])[CH3:34] |f:3.4.5|. The reactants are ON=C(CCCCNC1=NC=CC=C1)N (N′-hydroxy-5-(pyridin-2-ylamino)pentanimidamide), C(=O)(C=1NC=CN1)C=1NC=CN1 (carbonyl diimidazole), C(C)(C)(C)OC(CC(CC(=O)O)CSC1=CC=CC=C1)=O (5-tert-butoxy-5-oxo-3-[(phenylthio)methyl]pentanoic acid), ON=C(CCCCNC1=NC=CC=C1)N (N′-hydroxy-5-(pyridin-2-ylamino)pentanimidamide), C(=O)(C=1NC=CN1)C=1NC=CN1 (carbonyl diimidazole). Solvent: C([O-])(O)=O.[Na+] (sodium bicarbonate), CN(C)C=O (DMF). Conditions: time 4 hour. The product is C1(=CC=CC=C1)SCC(CC(=O)OC(C)(C)C)CC1=NC(=NO1)CCCCNC1=NC=CC=C1 (tert-butyl 4-(phenylthio)-3-({3-[4-(pyridin-2-ylamino)butyl]-1,2,4-oxadiazol-5-yl}methyl)butanoate). Isolated yield 59.7%. As a reaction SMILES: [C:1]([O:5][C:6](=[O:21])[CH2:7][CH:8]([CH2:13][S:14][C:15]1[CH:20]=[CH:19][CH:18]=[CH:17][CH:16]=1)[CH2:9][C:10]([OH:12])=O)([CH3:4])([CH3:3])[CH3:2].O[N:23]=[C:24]([NH2:36])[CH2:25][CH2:26][CH2:27][CH2:28][NH:29][C:30]1[CH:35]=[CH:34][CH:33]=[CH:32][N:31]=1.C(C1NC=CN=1)(C1NC=CN=1)=O>CN(C=O)C.C(=O)(O)[O-].[Na+]>[C:15]1([S:14][CH2:13][CH:8]([CH2:9][C:10]2[O:12][N:23]=[C:24]([CH2:25][CH2:26][CH2:27][CH2:28][NH:29][C:30]3[CH:35]=[CH:34][CH:33]=[CH:32][N:31]=3)[N:36]=2)[CH2:7][C:6]([O:5][C:1]([CH3:2])([CH3:3])[CH3:4])=[O:21])[CH:20]=[CH:19][CH:18]=[CH:17][CH:16]=1 |f:4.5|. Procedure: The product from step 2 (54 mg, 0.175 mmoles), N′-hydroxy-5-(pyridin-2-ylamino)pentanimidamide (40 mg, 0.192 mmoles) and carbonyl diimidazole (45 mg, 0.28 mmoles) were combined in DMF 1.5 mL and stirred at RT for 4 h then heated at 65° C. overnight. N′-hydroxy-5-(pyridin-2-ylamino)pentanimidamide (36 mg 0.175 mmoles) and carbonyl diimidazole (50 mg, 0.31 mmoles) were added in and reaction was stirred at RT for 2 h followed by heating to 80° C. for 24 h. Reaction was cooled, diluted with a sodium... Starting materials: N#CC#N (cyanogen), C#N (hydrocyanic acid), ClC1=CC(=C(C=C1)N)N (1-chloro-3,4-diaminobenzene), [OH-].[Na+] (sodium hydroxide). The solvent is CO (methanol). Conditions: time 2 day. The product is ClC=1C=C2N=C(C(=NC2=CC1)N)N (6-chloro-2,3-diamino-quinoxaline). Isolated yield 43.0%. RXN SMILES: [N:1]#[C:2][C:3]#[N:4].C#N.[Cl:7][C:8]1[CH:13]=[CH:12][C:11]([NH2:14])=[C:10]([NH2:15])[CH:9]=1.[OH-].[Na+]>CO>[Cl:7][C:8]1[CH:9]=[C:10]2[C:11](=[CH:12][CH:13]=1)[N:14]=[C:2]([NH2:1])[C:3]([NH2:4])=[N:15]2 |f:3.4|. Reported procedure: 60 G (1.15 moles of cyanogen, which had beforehand been freed of adhering hydrocyanic acid by washing with a silver nitrate solution containing nitric acid and had been condensed in a cold trap, were passed at room temperature into a solution of 71.3 g (0.5 mole) of 1-chloro-3,4-diaminobenzene and 2 ml of 10% strength sodium hydroxide solution in 200 ml of anhydrous methanol. The reaction mixture was left to stand for 2 days at room temperature. Thereafter the resulting precipitate was filtered ... The reactants are CC(=CCC(C1=CC(=O)C2=C(C=CC(=C2C1=O)O)O)OC(=O)C=C(C)C)C (β,β-dimethylacrylshikonin), CC(=CC[C@H](C1=CC(=O)C=2C(=CC=C(C2C1=O)O)O)O)C (Shikonin). Run in C(C)O (ethanol). The product is C(C(C)O)O (propylene glycol), tween-80, C(C1=CC=CC=C1)O (benzyl alcohol). Reaction SMILES: CC(C)=CC[C@@H](O)[C:6]1[C:16](=[O:17])[C:15]2[C:14](O)=[CH:13][CH:12]=[C:11](O)[C:10]=2[C:8](=[O:9])C=1.CC(C)=CCC(OC(C=C(C)C)=O)C1C(=O)C2C(=C(O)C=CC=2O)C(=[O:30])C=1>C(O)C>[CH2:15]([OH:30])[CH:16]([OH:17])[CH3:6].[CH2:8]([OH:9])[C:10]1[CH:11]=[CH:12][CH:13]=[CH:14][CH:15]=1. Procedure: Manufacture the injection solution of the above described 7 Shikonin compounds according to the methods known to those skilled in the art. Under the aseptic operation conditions, take 0.5 g β,β-dimethylacrylshikonin obtained in Preparation example 1 or Preparation example 2, 400 ml propylene glycol, 100 ml ethanol, 20 ml tween-80 and 15 ml benzyl alcohol, dissolve the compounds completely and then add water to 1,000 ml. After thoroughly mixing, bottle them as the injection solution. Reactants: CCOC(=O)c1cnc(SC)nc1Cl, CC#N, Nc1c(F)cccc1F. Yields the product CCOC(=O)c1cnc(SC)nc1Nc1c(F)cccc1F. Reaction SMILES: [CH2:1]([CH3:2])[O:3][C:4](=[O:5])[c:6]1[c:7]([Cl:14])[n:8][c:9]([S:12][CH3:13])[n:10][cH:11]1.[CH3:24][C:25]#[N:26].[F:15][c:16]1[c:17]([NH2:18])[c:19]([F:23])[cH:20][cH:21][cH:22]1>>[CH2:1]([CH3:2])[O:3][C:4](=[O:5])[c:6]1[c:7]([NH:18][c:17]2[c:16]([F:15])[cH:22][cH:21][cH:20][c:19]2[F:23])[n:8][c:9]([S:12][CH3:13])[n:10][cH:11]1. Reactants: CC1(OCCO1)C1=CC=C(S1)CN1N=CC(=N1)N (2-[5-(2-methyl-[1,3]dioxolan-2-yl)-thiophen-2-ylmethyl]-2H-[1,2,3]triazol-4-ylamine), CC=1OC(=C(N1)C(=O)O)C1=CC(=CC=C1)C(F)(F)F (2-methyl-5-(3-trifluoromethyl-phenyl)-oxazole-4-carboxylic acid). The product is C(C)(=O)C1=CC=C(S1)CN1N=CC(=N1)NC(=O)C=1N=C(OC1C1=CC(=CC=C1)C(F)(F)F)C (2-Methyl-5-(3-trifluoromethyl-phenyl)-oxazole-4-carboxylic acid [2-(5-acetyl-thiophen-2-ylmethyl)-2H-[1,2,3]triazol-4-yl]-amide). Reaction SMILES: [CH3:1][C:2]1([C:7]2[S:11][C:10]([CH2:12][N:13]3[N:17]=[C:16]([NH2:18])[CH:15]=[N:14]3)=[CH:9][CH:8]=2)[O:6]CCO1.[CH3:19][C:20]1[O:21][C:22]([C:28]2[CH:33]=[CH:32][CH:31]=[C:30]([C:34]([F:37])([F:36])[F:35])[CH:29]=2)=[C:23]([C:25](O)=[O:26])[N:24]=1>>[C:2]([C:7]1[S:11][C:10]([CH2:12][N:13]2[N:17]=[C:16]([NH:18][C:25]([C:23]3[N:24]=[C:20]([CH3:19])[O:21][C:22]=3[C:28]3[CH:33]=[CH:32][CH:31]=[C:30]([C:34]([F:37])([F:35])[F:36])[CH:29]=3)=[O:26])[CH:15]=[N:14]2)=[CH:9][CH:8]=1)(=[O:6])[CH3:1]. Procedure details: Following general procedure A followed by B, starting from 2-[5-(2-methyl-[1,3]dioxolan-2-yl)-thiophen-2-ylmethyl]-2H-[1,2,3]triazol-4-ylamine and 2-methyl-5-(3-trifluoromethyl-phenyl)-oxazole-4-carboxylic acid. The reactants are C([O-])([O-])=O.[K+].[K+] (Potassium carbonate), O[C@]1(C[C@H]([C@H]([C@@H](C1)OS(=O)(=O)C)O)O)C(=O)OC (methyl (1S,3R,4R,5R)-1,3,4-trihydroxy-5-[(methylsulfonyl)oxy]cyclohexanecarboxylate). Solvent: CO (methanol). Reaction conditions: time 5 hour. The product is O[C@@]1(C[C@@H]2O[C@@H]2[C@@H](C1)O)C(=O)OC (methyl (1S,3S,5R,6R)-3,5-dihydroxy-7-oxabicyclo[4.1.0]heptane-3-carboxylate). Isolated yield 84.0%. RXN SMILES: C(=O)([O-])[O-].[K+].[K+].[OH:7][C@:8]1([C:21]([O:23][CH3:24])=[O:22])[CH2:13][C@@H:12]([O:14]S(C)(=O)=O)[C@H:11](O)[C@H:10]([OH:20])[CH2:9]1>CO>[OH:7][C@@:8]1([C:21]([O:23][CH3:24])=[O:22])[CH2:13][C@@H:12]([OH:14])[C@@H:11]2[C@@H:10]([O:20]2)[CH2:9]1 |f:0.1.2|. Procedure details: Potassium carbonate (400 mg, 2.9 mmol) was added to a room temperature mixture of Example 17B (3.0 g, 10.56 mmol) in methanol (100 mL). After stirring for 5 hours, the reaction mixture was filtered and concentrated. The concentrate was purified by flash column chromatography using ethyl acetate to afford 1.67 g (84%) of the desired product as a colorless oil. The reactants are CC[C@@H]1[C@@]([C@@H]([C@H]([C@H]([C@@H](C[C@@]([C@@H]([C@H]([C@H]([C@H](C(=O)O1)C)O[C@H]2C[C@@]([C@H]([C@@H](O2)C)O)(C)OC)C)O[C@H]3[C@@H]([C@H](C[C@H](O3)C)N(C)C)O)(C)O)C)N)C)O)(C)O (erythromycylamine), COC(CP(=O)(OCC)OCC)OC (diethylphosphonoacetaldehyde-dimethylacetal), O1CCOCC1 (dioxane). The solvent is O (water). Yields the product C(C)OP(=O)(OCC)CC=O.CC[C@@H]1[C@@]([C@@H]([C@H]([C@H]([C@@H](C[C@@]([C@@H]([C@H]([C@H]([C@H](C(=O)O1)C)O[C@H]2C[C@@]([C@H]([C@@H](O2)C)O)(C)OC)C)O[C@H]3[C@@H]([C@H](C[C@H](O3)C)N(C)C)O)(C)O)C)N)C)O)(C)O (Diethylphosphonoacetaldehyde erythromycylamine). Reaction SMILES: [CH3:1][CH2:2][C@H:3]1[O:17][C:15](=[O:16])[C@H:14]([CH3:18])[C@H:13]([O:19][C@@H:20]2[O:25][C@@H:24]([CH3:26])[C@H:23]([OH:27])[C@@:22]([O:29][CH3:30])([CH3:28])[CH2:21]2)[C@H:12]([CH3:31])[C@@H:11]([O:32][C@@H:33]2[O:38][C@H:37]([CH3:39])[CH2:36][C@H:35]([N:40]([CH3:42])[CH3:41])[C@H:34]2[OH:43])[C@@:10]([OH:45])([CH3:44])[CH2:9][C@@H:8]([CH3:46])[C@H:7]([NH2:47])[C@H:6]([CH3:48])[C@@H:5]([OH:49])[C@@:4]1([OH:51])[CH3:50].C[O:53][CH:54](OC)[CH2:55][P:56]([O:61][CH2:62][CH3:63])([O:58][CH2:59][CH3:60])=[O:57].O1CCOCC1>O>[CH2:62]([O:61][P:56]([CH2:55][CH:54]=[O:53])([O:58][CH2:59][CH3:60])=[O:57])[CH3:63].[CH3:1][CH2:2][C@H:3]1[O:17][C:15](=[O:16])[C@H:14]([CH3:18])[C@H:13]([O:19][C@@H:20]2[O:25][C@@H:24]([CH3:26])[C@H:23]([OH:27])[C@@:22]([O:29][CH3:30])([CH3:28])[CH2:21]2)[C@H:12]([CH3:31])[C@@H:11]([O:32][C@@H:33]2[O:38][C@H:37]([CH3:39])[CH2:36][C@H:35]([N:40]([CH3:41])[CH3:42])[C@H:34]2[OH:43])[C@@:10]([OH:45])([CH3:44])[CH2:9][C@@H:8]([CH3:46])[C@H:7]([NH2:47])[C@H:6]([CH3:48])[C@@H:5]([OH:49])[C@@:4]1([OH:51])[CH3:50] |f:4.5|. Procedure: A mixture consisting of 2.3 gm (0.003mol) of erythromycylamine, 1.4 gm (0.006 mol) of diethylphosphonoacetaldehyde-dimethylacetal, 20 ml of dioxane, 2 ml of water and 12 gm of Dowex W 50 was stirred at room temperature. After 6 hours of stirring the ion exchanger was filtered off and washed with dioxane. Water was added to the filtrate until crystallization started. The white product was suction-filtered off, washed with aqueous dioxane and dried. Yield: 1.4 gm (52% of theory), m.p. 110°-113° C ...